Dataset: the Open Reaction Database (ORD), a public repository of structured organic reaction records. Task: describe an organic reaction: reactants, conditions, products, and yield Reactants: ClC1=C(OCCCC(=O)N2CCCC3=C(C=CC=C23)C=2C=NN(C2)CC(=O)OCC)C=C(C(=C1)Cl)Cl (ethyl 2-(4-(1-(4-(2,4,5-trichlorophenoxy)butanoyl)-1,2,3,4-tetrahydroquinolin-5-yl)-1H-pyrazol-1-yl)acetate), ClC1=C(C=C(C(=C1)Cl)Cl)O (2,4,5-trichlorophenol), ClC=1C(=C(C=CC1)O)C (3-chloro-2-methylphenol), OCCCC(=O)N1CCCC2=C(C=CC=C12)C=1C=NN(C1)CC(=O)OCC (ethyl 2-(4-(1-(4-hydroxybutanoyl)-1,2,3,4-tetrahydroquinolin-5-yl)-1H-pyrazol-1-yl)acetate), BrC1=C2CCCN(C2=CC=C1)C(=O)C1(CC1)CO ((5-bromo-3,4-dihydroquinolin-1(2H)-yl)(1-(hydroxymethyl)cyclopropyl)methanone). The product is BrC1=C2CCCN(C2=CC=C1)C(=O)C1(CC1)COC1=C(C(=CC=C1)Cl)C ((5-Bromo-3,4-dihydroquinolin-1(2H)-yl)(1-((3-chloro-2-methylphenoxy)methyl)cyclopropyl)methanone). RXN SMILES: ClC1C=C(Cl)C(Cl)=CC=1OCCCC(N1C2C(=C(C3C=NN(CC(OCC)=O)C=3)C=CC=2)CCC1)=O.OCCCC(N1C2C(=C(C3C=NN(CC(OCC)=O)C=3)C=CC=2)CCC1)=O.[Br:64][C:65]1[CH:74]=[CH:73][CH:72]=[C:71]2[C:66]=1[CH2:67][CH2:68][CH2:69][N:70]2[C:75]([C:77]1([CH2:80][OH:81])[CH2:79][CH2:78]1)=[O:76].ClC1C=C(Cl)C(Cl)=CC=1O.[Cl:92][C:93]1[C:94]([CH3:100])=[C:95](O)[CH:96]=[CH:97][CH:98]=1>>[Br:64][C:65]1[CH:74]=[CH:73][CH:72]=[C:71]2[C:66]=1[CH2:67][CH2:68][CH2:69][N:70]2[C:75]([C:77]1([CH2:80][O:81][C:95]2[CH:96]=[CH:97][CH:98]=[C:93]([Cl:92])[C:94]=2[CH3:100])[CH2:78][CH2:79]1)=[O:76]. Reported procedure: The title compound was prepared using a procedure analogous to ethyl 2-(4-(1-(4-(2,4,5-trichlorophenoxy)butanoyl)-1,2,3,4-tetrahydroquinolin-5-yl)-1H-pyrazol-1-yl)acetate except that ethyl 2-(4-(1-(4-hydroxybutanoyl)-1,2,3,4-tetrahydroquinolin-5-yl)-1H-pyrazol-1-yl)acetate was replaced with (5-bromo-3,4-dihydroquinolin-1(2H)-yl)(1-(hydroxymethyl)cyclopropyl)methanone and 2,4,5-trichlorophenol was replaced with 3-chloro-2-methylphenol. LCMS, [M+H]+=436.1. 1H NMR (400 MHz, CDCl3) δ 7.54 (d, J=8.2 ... The reactants are IC=1C=C(C(=O)OC)C=CC1 (methyl 3-iodobenzoate), C1(=CC=CC=C1)C (toluene). The reagents and catalysts are [Cu] (copper). The solvent is IC1=CC=C(C=C1)C (4-iodotoluene). Reaction conditions: time 6 hour. Yields the product CC1=CC=C(C=C1)C1=CC(=CC=C1)C(=O)OC (Methyl 4'-methylbiphenyl-3-carboxylate). The yield is 29.0%. As a reaction SMILES: I[C:2]1[CH:3]=[C:4]([CH:9]=[CH:10][CH:11]=1)[C:5]([O:7][CH3:8])=[O:6].[C:12]1([CH3:18])[CH:17]=[CH:16][CH:15]=[CH:14][CH:13]=1>IC1C=CC(C)=CC=1.[Cu]>[CH3:18][C:12]1[CH:17]=[CH:16][C:15]([C:2]2[CH:11]=[CH:10][CH:9]=[C:4]([C:5]([O:7][CH3:8])=[O:6])[CH:3]=2)=[CH:14][CH:13]=1. Procedure: To a mixture of methyl 3-iodobenzoate (26.1 g) in 4-iodotoluene (21.9 g) was added copper powder (31.8 g) gradually at 180°-190° C. The mixture was then stirred for 6 hours at 200°-210° C. The reaction mixture was cooled to room temperature, to which was added toluene. Insoluble materials were filtered off, and the filtrate was concentrated to dryness. The residue was purified by column chromatography on silica gel to afford the title compound as a colorless oil (6.61 g, 29%). As a reaction SMILES: [CH:1](=[O:2])[c:3]1[c:4]([O:5][CH2:6][CH2:7][CH2:8][CH2:9][C:10](=[O:11])[OH:12])[cH:13][cH:14][c:15]([C:18]([OH:19])=[O:20])[c:16]1[OH:17].[Cu:31].[cH:21]1[cH:22][c:23]2[c:24]([n:25][cH:26][cH:27][cH:28]2)[cH:29][cH:30]1>>[CH:1](=[O:2])[c:3]1[c:4]([O:5][CH2:6][CH2:7][CH2:8][CH2:9][C:10](=[O:11])[OH:12])[cH:13][cH:14][cH:15][c:16]1[OH:17]. The product is O=Cc1c(O)cccc1OCCCCC(=O)O. Reactants: O=Cc1c(OCCCCC(=O)O)ccc(C(=O)O)c1O, [Cu], c1ccc2ncccc2c1. The reactants are CC1=C(C(=O)c2ccco2)C(c2ccc(C#N)cc2)N(CC(=O)O)C(=O)N1c1cccc(C(F)(F)F)c1, C(=NC1CCCCC1)=NC1CCCCC1, CN(C)c1ccncc1, ClCCl, NS(=O)(=O)CC(F)(F)F. Product: CC1=C(C(=O)c2ccco2)C(c2ccc(C#N)cc2)N(CC(=O)NS(=O)(=O)CC(F)(F)F)C(=O)N1c1cccc(C(F)(F)F)c1. Reaction SMILES: [C:1](#[N:2])[c:3]1[cH:4][cH:5][c:6]([CH:9]2[C:10]([C:31](=[O:32])[c:33]3[o:34][cH:35][cH:36][cH:37]3)=[C:11]([CH3:30])[N:12]([c:20]3[cH:21][c:22]([C:26]([F:27])([F:28])[F:29])[cH:23][cH:24][cH:25]3)[C:13](=[O:19])[N:14]2[CH2:15][C:16](=[O:17])[OH:18])[cH:7][cH:8]1.[CH2:47]1[CH2:48][CH2:49][CH:50]([N:51]=[C:52]=[N:53][CH:54]2[CH2:55][CH2:56][CH2:57][CH2:58][CH2:59]2)[CH2:60][CH2:61]1.[CH3:62][N:63]([CH3:64])[c:65]1[cH:66][cH:67][n:68][cH:69][cH:70]1.[Cl:71][CH2:72][Cl:73].[F:38][C:39]([CH2:40][S:41](=[O:42])(=[O:43])[NH2:44])([F:45])[F:46]>>[C:1](#[N:2])[c:3]1[cH:4][cH:5][c:6]([CH:9]2[C:10]([C:31](=[O:32])[c:33]3[o:34][cH:35][cH:36][cH:37]3)=[C:11]([CH3:30])[N:12]([c:20]3[cH:21][c:22]([C:26]([F:27])([F:28])[F:29])[cH:23][cH:24][cH:25]3)[C:13](=[O:19])[N:14]2[CH2:15][C:16](=[O:17])[NH:44][S:41]([CH2:40][C:39]([F:38])([F:45])[F:46])(=[O:42])=[O:43])[cH:7][cH:8]1.